Dataset: the Open Reaction Database (ORD), a public repository of structured organic reaction records. Task: describe an organic reaction: reactants, conditions, products, and yield The reactants are N,N-dicyclohexylcarbodiimide, Cl.COC([C@@H](N)CS)=O (L-cysteine methyl ester hydrochloride), C(C)(C)(C)OC(=O)N[C@@H](CO)C(=O)O (N-(t-butoxycarbonyl)-L-serine), CN1CCOCC1 (4-methylmorpholine). Run in C(C)#N (acetonitrile), C(C)#N (acetonitrile). Conditions: temperature 0 celsius, time 3 hour. The product is COC([C@@H](NC([C@@H](NC(=O)OC(C)(C)C)CO)=O)CS)=O (N-[N-(t-butoxycarbonyl)-L-seryl]-L-cysteine methyl ester). As a reaction SMILES: Cl.[CH3:2][O:3][C:4](=[O:9])[C@H:5]([CH2:7][SH:8])[NH2:6].[C:10]([O:14][C:15]([NH:17][C@H:18]([C:21](O)=[O:22])[CH2:19][OH:20])=[O:16])([CH3:13])([CH3:12])[CH3:11].CN1CCOCC1>C(#N)C>[CH3:2][O:3][C:4](=[O:9])[C@H:5]([CH2:7][SH:8])[NH:6][C:19](=[O:20])[C@H:18]([CH2:21][OH:22])[NH:17][C:15]([O:14][C:10]([CH3:11])([CH3:13])[CH3:12])=[O:16] |f:0.1|. Procedure details: A suspension of 17.2 g of L-cysteine methyl ester hydrochloride and 20.5 g of N-(t-butoxycarbonyl)-L-serine in 300 ml of acetonitrile was treated at 0° C. with 10.1 g of 4-methylmorpholine. To the stirred solution was added dropwise at 10° C. within 30 minutes a solution of 20.6 g N,N-dicyclohexylcarbodiimide in 300 ml of acetonitrile. After stirring the reaction mixture for 3 hours at 0° C. the precipitate formed was filtered off, and the filtrate was evaporated in vacuo. The oily residue was d... The reactants are [Li+].C[Si](C)(C)[N-][Si](C)(C)C (LHMDS), C1(=CC=C(C=C1)C[C@@H]1CCC(N1CC1=CC=C(C=C1)OC)=O)C1=CC=CC=C1 ((S)-5-biphenyl-4-ylmethyl-1-(4-methoxy-benzyl)-pyrrolidin-2-one), O1CCCC1 (tetrahydrofuran), C(C)(=O)Cl (acetyl chloride), C=O (Formaldehyde), C(=O)([O-])[O-].[K+].[K+] (K2CO3). Run in [Cl-].[Na+].O (brine), [Cl-].[NH4+] (ammonium chloride). Conditions: temperature 50 celsius, time 15 minute. The product is C1(=CC=C(C=C1)C[C@@H]1CC(C(N1\C=C\C1=CC=CC=C1)=O)=C)C1=CC=CC=C1 ((R)-5-biphenyl-4-ylmethyl-3-methylene-1-((E)-styryl)-pyrrolidin-2-one). RXN SMILES: [Li+].C[Si]([N-][Si](C)(C)C)(C)C.[C:11]1([C:33]2[CH:38]=[CH:37][CH:36]=[CH:35][CH:34]=2)[CH:16]=[CH:15][C:14]([CH2:17][C@H:18]2[N:22]([CH2:23]C3C=CC(OC)=CC=3)[C:21](=O)[CH2:20][CH2:19]2)=[CH:13][CH:12]=1.[C:39](Cl)(=O)[CH3:40].[CH2:43]=O.[C:45]([O-:48])([O-])=O.[K+].[K+].O1[CH2:55][CH2:54][CH2:53][CH2:52]1>[Cl-].[NH4+].[Cl-].[Na+].O>[C:11]1([C:33]2[CH:38]=[CH:37][CH:36]=[CH:35][CH:34]=2)[CH:12]=[CH:13][C:14]([CH2:17][C@H:18]2[N:22](/[CH:23]=[CH:43]/[C:39]3[CH:40]=[CH:55][CH:54]=[CH:53][CH:52]=3)[C:45](=[O:48])[C:20](=[CH2:21])[CH2:19]2)=[CH:15][CH:16]=1 |f:0.1,5.6.7,9.10,11.12.13|. Procedure: Under N2, LHMDS (12.5 mL, 1.0 M in tetrahydrofuran, 12.5 mmol) is added to the mixture of (S)-2-Biphenyl-4-ylmethyl-5-oxo-pyrrolidine-1-carboxylic acid tert-butyl ester (3a, R1=t-butoxycarbonyl) (1.76 g, 5 mmol) in 15 mL dry tetrahydrofuran is added to the reaction mixture at −10° C., the resulting mixture is then stirred for 30 min at −10° C. acetyl chloride (0.47 g, 6 mmol) is added to the reaction mixture at −10° C., after about 1 hour at −10° C., the reaction mixture is diluted with 10 mL sa... Reactants: O=C=O, CCCCCC, C1CCOC1, c1ccc(-c2cccs2)cc1. The product is O=C(O)c1ccc(-c2ccccc2)s1. As a reaction SMILES: [C:12](=[O:13])=[O:14].[CH3:20][CH2:21][CH2:22][CH2:23][CH2:24][CH3:25].[O:15]1[CH2:16][CH2:17][CH2:18][CH2:19]1.[c:1]1(-[c:7]2[s:8][cH:9][cH:10][cH:11]2)[cH:2][cH:3][cH:4][cH:5][cH:6]1>>[c:1]1(-[c:7]2[s:8][c:9]([C:12](=[O:13])[OH:14])[cH:10][cH:11]2)[cH:2][cH:3][cH:4][cH:5][cH:6]1. The reactants are FC(C(=O)O)(F)F (trifluoroacetic acid), C(C)(C)(C)OC(NC1=CC(=CC=C1)OC1=NC(=C(N=C1CC)C(N)=O)OC1=CC=C(C=C1)C=1CCN(CC1)C)=O (tert-butyl[3-({5-carbamoyl-3-ethyl-6-[4-(1-methyl-1,2,3,6-tetrahydropyridin-4-yl)phenoxy]pyrazin-2-yl}oxy)phenyl]carbamate), C(O)([O-])=O.[Na+] (sodium hydrogen carbonate). Solvent: ClCCl (dichloromethane). Run at time 2 hour. The product is NC=1C=C(OC=2N=C(C(=NC2CC)C(=O)N)OC2=CC=C(C=C2)C=2CCN(CC2)C)C=CC1 (5-(3-aminophenoxy)-6-ethyl-3-[4-(1-methyl-1,2,3,6-tetrahydropyridin-4-yl)phenoxy]pyrazine-2-carboxamide). Yield: 45.7%. RXN SMILES: C(OC(=O)[NH:7][C:8]1[CH:13]=[CH:12][CH:11]=[C:10]([O:14][C:15]2[C:20]([CH2:21][CH3:22])=[N:19][C:18]([C:23](=[O:25])[NH2:24])=[C:17]([O:26][C:27]3[CH:32]=[CH:31][C:30]([C:33]4[CH2:34][CH2:35][N:36]([CH3:39])[CH2:37][CH:38]=4)=[CH:29][CH:28]=3)[N:16]=2)[CH:9]=1)(C)(C)C.FC(F)(F)C(O)=O.C(=O)([O-])O.[Na+]>ClCCl>[NH2:7][C:8]1[CH:9]=[C:10]([CH:11]=[CH:12][CH:13]=1)[O:14][C:15]1[N:16]=[C:17]([O:26][C:27]2[CH:32]=[CH:31][C:30]([C:33]3[CH2:34][CH2:35][N:36]([CH3:39])[CH2:37][CH:38]=3)=[CH:29][CH:28]=2)[C:18]([C:23]([NH2:24])=[O:25])=[N:19][C:20]=1[CH2:21][CH3:22] |f:2.3|. Procedure details: To a mixture of tert-butyl[3-({5-carbamoyl-3-ethyl-6-[4-(1-methyl-1,2,3,6-tetrahydropyridin-4-yl)phenoxy]pyrazin-2-yl}oxy)phenyl]carbamate (150 mg) and dichloromethane (3 mL) was added trifluoroacetic acid (421 μL), followed by stirring at room temperature for 2 hours. The mixture was neutralized with a saturated aqueous sodium hydrogen carbonate solution, extracted with ethyl acetate, and then the organic phase was washed with saturated brine, and dried over anhydrous sodium sulfate. The solven... Reactants: O=C(OCc1ccccc1)c1ccc([O-])cc1, CN(C)C=O, Fc1nc(F)c(F)c(F)c1F, [K+], [K]. The product is O=C(OCc1ccccc1)c1ccc(Oc2nc(F)c(F)c(F)c2F)cc1. RXN SMILES: [CH2:12]([c:13]1[cH:14][cH:15][cH:16][cH:17][cH:18]1)[O:19][C:20](=[O:21])[c:22]1[cH:23][cH:24][c:25]([O-:26])[cH:27][cH:28]1.[CH3:31][N:32]([CH3:33])[CH:34]=[O:35].[F:1][c:2]1[c:3]([F:11])[c:4]([F:10])[c:5]([F:9])[c:6]([F:8])[n:7]1.[K+:29].[K:30]>>[c:2]1([O:26][c:25]2[cH:24][cH:23][c:22]([C:20]([O:19][CH2:12][c:13]3[cH:14][cH:15][cH:16][cH:17][cH:18]3)=[O:21])[cH:28][cH:27]2)[c:3]([F:11])[c:4]([F:10])[c:5]([F:9])[c:6]([F:8])[n:7]1. Starting materials: C(C)(C)(C)N(C(O)=O)C1=C(C=C(C=C1)F)NC1=NC=C(C(=N1)SC#N)[N+](=O)[O-].FC=1C=CC2=C(N(C=N2)C2=NC=C(C(=N2)SC#N)[N+](=O)[O-])C1 (6-Fluoro-1-(5-nitro-4-thiocyanatopyrimidin-2-yl)-1H-benzo[d]imidazole tert-Butyl 4-fluoro-2-(5-nitro-4-thiocyanatopyrimidin-2-ylamino)phenylcarbamate), C(=O)(C(F)(F)F)O.C(Cl)Cl (TFA DCM). Product: FC1=CC=C(C(=C1)NC1=NC=C(C(=N1)SC#N)[N+](=O)[O-])N (5-fluoro-N1-(5-nitro-4-thiocyanatopyrimidin-2-yl)benzene-1,2-diamine), C(=O)(C(F)(F)F)O (TFA). RXN SMILES: C([N:5]([C:9]1[CH:14]=[CH:13][C:12]([F:15])=[CH:11][C:10]=1[NH:16][C:17]1[N:22]=[C:21]([S:23][C:24]#[N:25])[C:20]([N+:26]([O-:28])=[O:27])=[CH:19][N:18]=1)C(=O)O)(C)(C)C.FC1C=CC2N=CN(C3N=C(SC#N)C([N+]([O-])=O)=CN=3)C=2C=1.[C:51]([OH:57])([C:53]([F:56])([F:55])[F:54])=[O:52].C(Cl)Cl>>[F:15][C:12]1[CH:11]=[C:10]([NH:16][C:17]2[N:22]=[C:21]([S:23][C:24]#[N:25])[C:20]([N+:26]([O-:28])=[O:27])=[CH:19][N:18]=2)[C:9]([NH2:5])=[CH:14][CH:13]=1.[C:51]([OH:57])([C:53]([F:56])([F:55])[F:54])=[O:52] |f:0.1,2.3|. Procedure: 6-Fluoro-1-(5-nitro-4-thiocyanatopyrimidin-2-yl)-1H-benzo[d]imidazole tert-Butyl 4-fluoro-2-(5-nitro-4-thiocyanatopyrimidin-2-ylamino)phenylcarbamate (4.06 g) was dissolved in 30% TFA/DCM (50 mL) and stirred until no starting material remained (90 min). The reaction solvents were removed, to yield crude 5-fluoro-N1-(5-nitro-4-thiocyanatopyrimidin-2-yl)benzene-1,2-diamine (MH+=306) as a TFA salt that was used immediately as such in the next step. Trimethyl ortho formate (15 mL) and MeOH (100 mL) ...